Dataset: the Open Reaction Database (ORD), a public repository of structured organic reaction records. Task: describe an organic reaction: reactants, conditions, products, and yield Starting materials: Cl (hydrochloric acid), [BH4-].[Na+] (sodium tetrahydroborate), Cl (hydrochloric acid), C(CCC)OC1=C(N(C(C2=CC=C(C=C12)F)=O)CC(C)(C)C)C(=O)OCC (ethyl 4-butoxy-6-fluoro-2-neopentyl-1-oxo-1,2-dihydro-3-isoquinolinecarboxylate), [OH-].[Na+] (sodium hydroxide), C(C(=O)Cl)(=O)Cl (oxalyl chloride). Reagents/catalysts: CN(C=O)C (N,N-dimethylformamide). The solvent is COCCOC (1,2-dimethoxyethane), O (water), O1CCCC1 (tetrahydrofuran), C(C)O (ethanol). Run at time 1 hour. Product: C(CCC)OC1=C(N(C(C2=CC=C(C=C12)F)=O)CC(C)(C)C)CO (4-butoxy-6-fluoro-3-hydroxymethyl-2-neopentyl-1(2H)-isoquinolinone). Isolated yield 57.0%. RXN SMILES: [CH2:1]([O:5][C:6]1[C:15]2[C:10](=[CH:11][CH:12]=[C:13]([F:16])[CH:14]=2)[C:9](=[O:17])[N:8]([CH2:18][C:19]([CH3:22])([CH3:21])[CH3:20])[C:7]=1[C:23](OCC)=[O:24])[CH2:2][CH2:3][CH3:4].[OH-].[Na+].Cl.C(Cl)(=O)C(Cl)=O.[BH4-].[Na+]>O1CCCC1.C(O)C.CN(C)C=O.COCCOC.O>[CH2:1]([O:5][C:6]1[C:15]2[C:10](=[CH:11][CH:12]=[C:13]([F:16])[CH:14]=2)[C:9](=[O:17])[N:8]([CH2:18][C:19]([CH3:22])([CH3:21])[CH3:20])[C:7]=1[CH2:23][OH:24])[CH2:2][CH2:3][CH3:4] |f:1.2,5.6|. Procedure: To a solution of ethyl 4-butoxy-6-fluoro-2-neopentyl-1-oxo-1,2-dihydro-3-isoquinolinecarboxylate (3.40 g, 9 mmol) in tetrahydrofuran (20 ml) and ethanol (20 ml) was added sodium hydroxide (1.08 g, 27 mmol). The obtained mixture was refluxed under heating for 12 h. The reaction mixture was poured into water and acidified with 1N hydrochloric acid and extracted with ethyl acetate. The extract was washed with brine, dried over anhydrous magnesium sulfate and concentrated under reduced pressure. The... The reactants are CCOC(C)=O, C1CCOC1, [Li]C, CCCCCC, O=Cc1ccc(Cl)c(F)c1, O. Yields the product CC(O)c1ccc(Cl)c(F)c1. Reaction SMILES: [C:19]([O:20][CH2:21][CH3:22])(=[O:23])[CH3:24].[CH2:14]1[O:15][CH2:16][CH2:17][CH2:18]1.[CH3:11][Li:12].[CH3:25][CH2:26][CH2:27][CH2:28][CH2:29][CH3:30].[Cl:1][c:2]1[c:3]([F:10])[cH:4][c:5]([CH:6]=[O:7])[cH:8][cH:9]1.[OH2:13]>>[Cl:1][c:2]1[c:3]([F:10])[cH:4][c:5]([CH:6]([OH:7])[CH3:11])[cH:8][cH:9]1. The reactants are BrN1C(CCC1=O)=O (N-bromosuccinimide), C(C1=CC=CC=C1)(=O)OOC(C1=CC=CC=C1)=O (benzoyl peroxide), ClC(=COC=1C=C(C=CC1)C)Cl (3-Tolyl 2,2-dichlorovinyl ether). The solvent is C(Cl)(Cl)(Cl)Cl (carbon tetrachloride). The product is ClC(=COC=1C=C(CBr)C=CC1)Cl (3(2,2-dichlorovinyloxy)benzyl bromide). Yield: 65.0%. RXN SMILES: [Cl:1][C:2]([Cl:12])=[CH:3][O:4][C:5]1[CH:6]=[C:7]([CH3:11])[CH:8]=[CH:9][CH:10]=1.[Br:13]N1C(=O)CCC1=O.C(OOC(=O)C1C=CC=CC=1)(=O)C1C=CC=CC=1>C(Cl)(Cl)(Cl)Cl>[Cl:1][C:2]([Cl:12])=[CH:3][O:4][C:5]1[CH:6]=[C:7]([CH:8]=[CH:9][CH:10]=1)[CH2:11][Br:13]. Procedure details: 3-Tolyl 2,2-dichlorovinyl ether (12.2 g) was dissolved in carbon tetrachloride (75 ml), and N-bromosuccinimide (12.0 g) and a trace of wet benzoyl peroxide added, and the mixture refluxed for 3 hours. After filtration the solvent was evaporated from the filtrate, and the residue dissolved in ether and extracted with 1% w/v sodium hydroxide solution. The ethereal solution was dried over anhydrous magnesium sulphate, the solvent removed by evaporation under reduced pressure, and the residual oil d... The product is CCC(O)Cc1cccc2ccccc12. As a reaction SMILES: [BH4-:1].[CH3:19][OH:20].[ClH:18].[Na+:2].[c:3]1([CH2:13][C:14]([CH2:15][CH3:16])=[O:17])[cH:4][cH:5][cH:6][c:7]2[cH:8][cH:9][cH:10][cH:11][c:12]12>>[c:3]1([CH2:13][CH:14]([CH2:15][CH3:16])[OH:17])[cH:4][cH:5][cH:6][c:7]2[cH:8][cH:9][cH:10][cH:11][c:12]12. The reactants are [BH4-], CO, Cl, [Na+], CCC(=O)Cc1cccc2ccccc12.